From a dataset of the Open Reaction Database (ORD), a public repository of structured organic reaction records. describe an organic reaction: reactants, conditions, products, and yield Conditions: temperature 0 celsius, time 3 hour. The solvent is ClCCl (dichloromethane), N1=CC=CC=C1 (pyridine), C(C)O (ethanol). RXN SMILES: C[C:2]1([CH3:10])[O:7][C:6](=[O:8])[CH2:5][C:4](=[O:9])O1.[C:11](Cl)(=O)[CH2:12][CH2:13]C>ClCCl.N1C=CC=CC=1.C(O)C>[O:9]=[C:4]([CH2:11][CH2:12][CH3:13])[CH2:5][C:6]([O:7][CH2:2][CH3:10])=[O:8]. Reported procedure: 176 g of 2,2-dimethyl-4,6-dioxo-1,3-dioxane (Meldrum's acid) are dissolved in 550 ml of dichloromethane and 188 ml of pyridine. The mixture is cooled to 0° C. with a water/ice bath and 133 ml of butyryl chloride are added dropwise. When the addition is complete, the mixture is stirred for 3 hours at room temperature. The solution is washed with dilute hydrochloric acid solution, dried over magnesium sulphate and evaporated under vacuum to give an oil. This oil is dissolved in 700 ml of ethanol a... The product is O=C(CC(=O)OCC)CCC (ethyl 3-oxohexanoate). Reactants: CC1(OC(CC(O1)=O)=O)C (2,2-dimethyl-4,6-dioxo-1,3-dioxane), C(CCC)(=O)Cl (butyryl chloride). Reactants: Cc1ccc(C(=O)Nc2ccc(C)c(-c3nc(S(C)(=O)=O)nc4c3CNC(=O)N4c3c(F)cccc3F)c2)cc1F, CC1(C)CC(N)CC(C)(C)N1, CN(C)C=O. The product is Cc1ccc(C(=O)Nc2ccc(C)c(-c3nc(NC4CC(C)(C)NC(C)(C)C4)nc4c3CNC(=O)N4c3c(F)cccc3F)c2)cc1F. As a reaction SMILES: [F:1][c:2]1[c:3]([N:9]2[C:10](=[O:41])[NH:11][CH2:12][c:13]3[c:14]2[n:15][c:16]([S:37]([CH3:38])(=[O:39])=[O:40])[n:17][c:18]3-[c:19]2[cH:20][c:21]([NH:26][C:27]([c:28]3[cH:29][c:30]([F:35])[c:31]([CH3:34])[cH:32][cH:33]3)=[O:36])[cH:22][cH:23][c:24]2[CH3:25])[c:4]([F:8])[cH:5][cH:6][cH:7]1.[NH2:42][CH:43]1[CH2:44][C:45]([CH3:51])([CH3:52])[NH:46][C:47]([CH3:49])([CH3:50])[CH2:48]1.[O:53]=[CH:54][N:55]([CH3:56])[CH3:57]>>[F:1][c:2]1[c:3]([N:9]2[C:10](=[O:41])[NH:11][CH2:12][c:13]3[c:14]2[n:15][c:16]([NH:42][CH:43]2[CH2:44][C:45]([CH3:51])([CH3:52])[NH:46][C:47]([CH3:49])([CH3:50])[CH2:48]2)[n:17][c:18]3-[c:19]2[cH:20][c:21]([NH:26][C:27]([c:28]3[cH:29][c:30]([F:35])[c:31]([CH3:34])[cH:32][cH:33]3)=[O:36])[cH:22][cH:23][c:24]2[CH3:25])[c:4]([F:8])[cH:5][cH:6][cH:7]1.